The task is: describe an organic reaction: reactants, conditions, products, and yield. This data is from the Open Reaction Database (ORD), a public repository of structured organic reaction records. Reactants: C([O-])(O)=O.[Na+] (sodium bicarbonate), C(CC(O)(C(=O)O)CC(=O)O)(=O)O (citric acid). Run in O (water). Yields the product C(=O)=O (carbon dioxide), C(CC(O)(C(=O)[O-])CC(=O)[O-])(=O)O.[Na+].[Na+] (sodium hydrogen citrate), C(CC(O)(C(=O)[O-])CC(=O)[O-])(=O)[O-].[Na+].[Na+].[Na+] (sodium citrate). RXN SMILES: [C:1]([OH:13])(=[O:12])[CH2:2][C:3]([CH2:8][C:9]([OH:11])=[O:10])([C:5]([OH:7])=[O:6])[OH:4].C(=O)(O)[O-].[Na+:18]>O>[C:5](=[O:7])=[O:6].[C:1]([OH:13])(=[O:12])[CH2:2][C:3]([CH2:8][C:9]([O-:11])=[O:10])([C:5]([O-:7])=[O:6])[OH:4].[Na+:18].[Na+:18].[C:1]([O-:13])(=[O:12])[CH2:2][C:3]([CH2:8][C:9]([O-:11])=[O:10])([C:5]([O-:7])=[O:6])[OH:4].[Na+:18].[Na+:18].[Na+:18] |f:1.2,5.6.7,8.9.10.11|. Procedure: The reaction between the solid acid and effervescent agent is an acid base reaction. For example, the reaction between citric acid and sodium bicarbonate produces water, carbon dioxide, sodium hydrogen citrate, and sodium citrate. Normally this acid base reaction would take place in an aqueous medium, however the aqueous reaction is rather quick and the carbon dioxide is released within minutes. The inventors have found that the addition of a deliquescent agent to an effervescent agent and a sol... The reactants are COC=1C(=CC=2CCCC(C2C1)C)C(C)(C)O (2-(3-methoxy-5-methyl-5,6,7,8-tetrahydro-naphthalen-2-yl)-propan-2-ol), C(C)[SiH](CC)CC (triethyl silane), FC(C(=O)O)(F)F (trifluoroacetic acid). The solvent is C(Cl)Cl (methylene chloride). Conditions: time 5 hour. The product is C(C)(C)C=1C=C2CCCC(C2=CC1OC)C (6-isopropyl-7-methoxy-1-methyl-1,2,3,4-tetrahydro-naphthalene). Isolated yield 61.0%. As a reaction SMILES: [CH3:1][O:2][C:3]1[C:4]([C:14](O)([CH3:16])[CH3:15])=[CH:5][C:6]2[CH2:7][CH2:8][CH2:9][CH:10]([CH3:13])[C:11]=2[CH:12]=1.C([SiH](CC)CC)C.FC(F)(F)C(O)=O>C(Cl)Cl>[CH:14]([C:4]1[CH:5]=[C:6]2[C:11](=[CH:12][C:3]=1[O:2][CH3:1])[CH:10]([CH3:13])[CH2:9][CH2:8][CH2:7]2)([CH3:16])[CH3:15]. Procedure details: To a stirred solution of 2-(3-methoxy-5-methyl-5,6,7,8-tetrahydro-naphthalen-2-yl)-propan-2-ol (5.38 g, 22.96 mmol) in methylene chloride (100 mL) at room temperature under nitrogen atmosphere, was added triethyl silane (36.6 mL, 229.6 mmol) followed by trifluoroacetic acid (17.7 mL, 229.6 mmol). The reaction mixture was stirred for five hours at room temperature, then was concentrated under reduced pressure. The residue was partitioned between methylene chloride and saturated aqueous potassium ...